Dataset: the Open Reaction Database (ORD), a public repository of structured organic reaction records. Task: describe an organic reaction: reactants, conditions, products, and yield The reactants are CCOC(C)=O, O=C(NCCc1ccc(F)cc1)c1ccc(C(F)(F)F)cc1, [K+], [OH-], O. The product is Fc1ccc2c(c1)C(c1ccc(C(F)(F)F)cc1)=NCC2. RXN SMILES: [CH3:23][CH2:24][O:25][C:26](=[O:27])[CH3:28].[F:1][c:2]1[cH:3][cH:4][c:5]([CH2:6][CH2:7][NH:8][C:9]([c:10]2[cH:11][cH:12][c:13]([C:16]([F:17])([F:18])[F:19])[cH:14][cH:15]2)=[O:20])[cH:21][cH:22]1.[K+:30].[OH-:29].[OH2:31]>>[F:1][c:2]1[cH:3][cH:4][c:5]2[c:21]([cH:22]1)[C:9]([c:10]1[cH:11][cH:12][c:13]([C:16]([F:17])([F:18])[F:19])[cH:14][cH:15]1)=[N:8][CH2:7][CH2:6]2. The reactants are C1(=CC=CC=C1)CCCCCC(=O)O (6-Phenylhexanoic acid), C1=CN(C=N1)C(=O)N2C=CN=C2 (CDI), [N+](=O)([O-])CCC (nitropropane), C1CCC2=NCCCN2CC1 (DBU). Yields the product [N+](=O)([O-])C(CC)C(CCCCCC1=CC=CC=C1)=O (3-nitro-9-phenylnonan-4-one). As a reaction SMILES: [C:1]1([CH2:7][CH2:8][CH2:9][CH2:10][CH2:11][C:12]([OH:14])=O)[CH:6]=[CH:5][CH:4]=[CH:3][CH:2]=1.C1N=CN(C(N2C=NC=C2)=O)C=1.[N+:27]([CH2:30][CH2:31][CH3:32])([O-:29])=[O:28].C1CCN2C(=NCCC2)CC1>>[N+:27]([CH:30]([C:12](=[O:14])[CH2:11][CH2:10][CH2:9][CH2:8][CH2:7][C:1]1[CH:2]=[CH:3][CH:4]=[CH:5][CH:6]=1)[CH2:31][CH3:32])([O-:29])=[O:28]. Procedure details: 6-Phenylhexanoic acid (0.100 g, 0.52 mmol) and CDI (0.169 g, 1.04 mmol) were added together and then reacted with nitropropane (0.070 g, 0.78 mmol) and DBU (0.198 g, 1.30 mmol) according to the general procedure. Purification by column chromatography gave 0.059 g (43%) as a yellow oil: 1H NMR (400 MHz, CDCl3) δ 7.28 (m, 2H), 7.17 (m, 3H), 5.04 (dd, J=4.4, 9.6 Hz, 1H), 2.60 (m, 4H), 1.62 (m, 6H), 1.31 (m, 2H) 1.02 (t, J=7.2 Hz, 3H) ppm; 13C NMR (100 MHz, CDCl3) δ 199.3, 142.5, 128.6, 128.5, 126.0... Starting materials: COC1=CC=C(C=C1)S (4-methoxythiophenol), polyphosphoric acid, C12(CC3CC(CC(C1)C3)C2)C(CC(=O)OCC)=O (ethyl 3-(1-adamantyl)-3-oxopropionate). Conditions: time 1.5 hour. The product is C12(CC3CC(CC(C1)C3)C2)C=2SC3=CC=C(C=C3C(C2)=O)OC (2-(1-adamantyl)-6-methoxy-4H-thiochromen-4-one). RXN SMILES: [CH3:1][O:2][C:3]1[CH:8]=[CH:7][C:6]([SH:9])=[CH:5][CH:4]=1.[C:10]12([C:20](=O)[CH2:21][C:22](OCC)=[O:23])[CH2:19][CH:14]3[CH2:15][CH:16]([CH2:18][CH:12]([CH2:13]3)[CH2:11]1)[CH2:17]2>>[C:10]12([C:20]3[S:9][C:6]4[C:7]([C:22](=[O:23])[CH:21]=3)=[CH:8][C:3]([O:2][CH3:1])=[CH:4][CH:5]=4)[CH2:17][CH:16]3[CH2:15][CH:14]([CH2:13][CH:12]([CH2:18]3)[CH2:11]1)[CH2:19]2. Reported procedure: 1.4 g 4-methoxythiophenol is added to 10 g of polyphosphoric acid preheated to about 90°. Then 2.5 g ethyl 3-(1-adamantyl)-3-oxopropionate is added slowly, and the mixture is stirred for altogether 1.5 hours at 90°. The mixture is poured onto ice/water, vigorously stirred and extracted with ethyl acetate. The combined organic layers are dried over magnesium sulfate and evaporated in vacuo. The residue is purified by chromatography on silica gel (cyclohexane/ethyl acetate 6/1). 2-(1-adamantyl)-6-... Starting materials: N(N)C1=NC=CC(=C1)C#N (2-hydrazinylpyridine-4-carbonitrile), O=C(CC(=O)OCC)CC1=CC=CC=C1 (ethyl 3-oxo-4-phenylbutanoate). Product: C(C1=CC=CC=C1)C1=NN(C(=C1)O)C1=NC=CC(=C1)C#N (2-(3-Benzyl-5-hydroxy-1H-pyrazol-1-yl)pyridine-4-carbonitrile). The yield is 53.0%. RXN SMILES: [NH:1]([C:3]1[CH:8]=[C:7]([C:9]#[N:10])[CH:6]=[CH:5][N:4]=1)[NH2:2].O=[C:12]([CH2:19][C:20]1[CH:25]=[CH:24][CH:23]=[CH:22][CH:21]=1)[CH2:13][C:14](OCC)=[O:15]>>[CH2:19]([C:12]1[CH:13]=[C:14]([OH:15])[N:1]([C:3]2[CH:8]=[C:7]([C:9]#[N:10])[CH:6]=[CH:5][N:4]=2)[N:2]=1)[C:20]1[CH:25]=[CH:24][CH:23]=[CH:22][CH:21]=1. Procedure details: The title compound was prepared in 53% yield from 2-hydrazinylpyridine-4-carbonitrile (PREPARATION 2) and ethyl 3-oxo-4-phenylbutanoate according to the procedure for the preparation of Example 3, part A. [M+H] Calc'd for C16H12N4O, 277. Found, 277. Starting materials: ClC=1C=C2C(=C(C(NC2=NC1)=O)C#N)N1CCN(CC1)C(=O)C=1SC=CC1 (6-Chloro-2-oxo-4-[4-(thiophene-2-carbonyl)-piperazine-1-yl]-1,2-dihydro-[1,8]-naphthyridine-3-carbonitrile), FC=1C=C(CBr)C=CC1 (3-fluorobenzyl bromide). Product: ClC=1C=C2C(=C(C(N(C2=NC1)CC1=CC(=CC=C1)F)=O)C#N)N1CCN(CC1)C(=O)C=1SC=CC1 (6-Chloro-1-(3-fluorobenzyl)-2-oxo-4-[4-(thiophene-2-carbonyl)-piperazin-1-yl]-1,2-dihydro-[1,8]-naphthyridine-3-carbonitrile). Reaction SMILES: [Cl:1][C:2]1[CH:3]=[C:4]2[C:9](=[N:10][CH:11]=1)[NH:8][C:7](=[O:12])[C:6]([C:13]#[N:14])=[C:5]2[N:15]1[CH2:20][CH2:19][N:18]([C:21]([C:23]2[S:24][CH:25]=[CH:26][CH:27]=2)=[O:22])[CH2:17][CH2:16]1.[F:28][C:29]1[CH:30]=[C:31]([CH:34]=[CH:35][CH:36]=1)[CH2:32]Br>>[Cl:1][C:2]1[CH:3]=[C:4]2[C:9](=[N:10][CH:11]=1)[N:8]([CH2:32][C:31]1[CH:34]=[CH:35][CH:36]=[C:29]([F:28])[CH:30]=1)[C:7](=[O:12])[C:6]([C:13]#[N:14])=[C:5]2[N:15]1[CH2:20][CH2:19][N:18]([C:21]([C:23]2[S:24][CH:25]=[CH:26][CH:27]=2)=[O:22])[CH2:17][CH2:16]1. Procedure: This compound was prepared from 6-chloro-2-oxo-4-[4-(thiophene-2-carbonyl)-piperazine-1-yl]-1,2-dihydro-[1,8]-naphthyridine-3-carbonitrile (100) and 3-fluorobenzyl bromide according to General Procedure B. Yield 214 mg (42%), MP 204° C.; 1H-NMR (DMSO-d6): δ 3.76 (m, 4H), 3.92 (m, 4H), 5.51 (s, 2H), 7.06 (m, 3H), 7.16 (dd, J=3.6, 4.8 Hz, 1H), 7.33 (m, 1H), 7.50 (dd, J=1.2, 3.6 Hz, 1H), 7.80 (dd, J=1.2, 5.2 Hz, 1H), 8.33 (d, J=2.4 Hz, 1H), 8.75 (d, J=2.4 Hz, 1H); EIMS: 508 (M+1). Anal. (C25H19ClFN... The reactants are [O-]P(=O)([O-])[O-].[K+].[K+].[K+] (potassium phosphate tribasic), C1(CC1)NC(C1=CC(=C(C=C1)C)O)=O (N-cyclopropyl-3-hydroxy-4-methylbenzamide), C(C)(C)(C)P(C1=C(C=CC=C1)C1=C(C=C(C=C1CCC)CCC)CCC)C(C)(C)C (2-di-t-butylphosphino-2′,4′,6′-tri-1-propyl-1,1′-biphenyl), ClC=1C2=C(N(C(C1)=O)C)N(N=C2)C2=CC(=CC=C2)F (4-chloro-1-(3-fluorophenyl)-7-methyl-1H-pyrazolo[3,4-b]pyridin-6(7H)-one). The reagents and catalysts are C=1C=CC(=CC1)/C=C/C(=O)/C=C/C2=CC=CC=C2.C=1C=CC(=CC1)/C=C/C(=O)/C=C/C2=CC=CC=C2.C=1C=CC(=CC1)/C=C/C(=O)/C=C/C2=CC=CC=C2.[Pd].[Pd] (tris(dibenzylideneacetone)dipalladium). Run in C1CCOC1 (THF), C1(=CC=CC=C1)C (toluene). Run at temperature 110 celsius. Yields the product C1(CC1)NC(C1=CC(=C(C=C1)C)OC=1C2=C(N(C(C1)=O)C)N(N=C2)C2=CC(=CC=C2)F)=O (N-Cyclopropyl-3-(1-(3-fluorophenyl)-7-methyl-6-oxo-6,7-dihydro-1H-pyrazolo[3,4-b]pyridin-4-yloxy)-4-methylbenzamide). Reaction SMILES: [O-]P([O-])([O-])=O.[K+].[K+].[K+].[CH:9]1([NH:12][C:13](=[O:22])[C:14]2[CH:19]=[CH:18][C:17]([CH3:20])=[C:16]([OH:21])[CH:15]=2)[CH2:11][CH2:10]1.C(P(C(C)(C)C)C1C=CC=CC=1C1C(CCC)=CC(CCC)=CC=1CCC)(C)(C)C.Cl[C:54]1[C:55]2[CH:64]=[N:63][N:62]([C:65]3[CH:70]=[CH:69][CH:68]=[C:67]([F:71])[CH:66]=3)[C:56]=2[N:57]([CH3:61])[C:58](=[O:60])[CH:59]=1>C1COCC1.C1(C)C=CC=CC=1.C1C=CC(/C=C/C(/C=C/C2C=CC=CC=2)=O)=CC=1.C1C=CC(/C=C/C(/C=C/C2C=CC=CC=2)=O)=CC=1.C1C=CC(/C=C/C(/C=C/C2C=CC=CC=2)=O)=CC=1.[Pd].[Pd]>[CH:9]1([NH:12][C:13](=[O:22])[C:14]2[CH:19]=[CH:18][C:17]([CH3:20])=[C:16]([O:21][C:54]3[C:55]4[CH:64]=[N:63][N:62]([C:65]5[CH:70]=[CH:69][CH:68]=[C:67]([F:71])[CH:66]=5)[C:56]=4[N:57]([CH3:61])[C:58](=[O:60])[CH:59]=3)[CH:15]=2)[CH2:10][CH2:11]1 |f:0.1.2.3,9.10.11.12.13|. Procedure: In sealed a glass tube, a mixture of potassium phosphate tribasic (251 mg, 1.18 mmol), tris(dibenzylideneacetone)dipalladium (0) (14 mg, 0.015 mmol), N-cyclopropyl-3-hydroxy-4-methylbenzamide (136 mg, 0.71 mmol), 2-di-t-butylphosphino-2′,4′,6′-tri-1-propyl-1,1′-biphenyl (14 mg, 0.032 mmol) and 4-chloro-1-(3-fluorophenyl)-7-methyl-1H-pyrazolo[3,4-b]pyridin-6(7H)-one (164 mg, 0.59 mmol) in THF (0.5 mL) and toluene (1.30 mL) was heated at 110° C. in an oil bath for 18 h. The reaction mixture was co...